This data is from the Open Reaction Database (ORD), a public repository of structured organic reaction records. The task is: describe an organic reaction: reactants, conditions, products, and yield Reactants: C(C)OC(=O)N1CCN(CC1)C([C@H](CC(=O)OC(C)(C)C)NC(=O)C1=NN(C(=C1)OCC(=O)O)C1=CC(=CC=C1)F)=O (4-((S)-3-tert-Butoxycarbonyl-2-{[5-carboxymethoxy-1-(3-fluoro-phenyl)-1H-pyrazole-3-carbonyl]-amino}-propionyl)-piperazine-1-carboxylic acid ethyl ester), C=1C=CC2=C(C1)N=NN2O (HOBt), CCN(C(C)C)C(C)C (DIPEA), Cl.C(C1=CC=CC=C1)OC([C@H]1NCCC1)=O (L-proline benzyl ester hydrochloride). Solvent: C(C)(=O)OCC (ethyl acetate), C(CCl)Cl (EDC), CN(C)C=O (DMF). Conditions: time 12 hour. The product is C(C)OC(=O)N1CCN(CC1)C([C@H](CC(=O)OC(C)(C)C)NC(=O)C1=NN(C(=C1)OCC(=O)N1[C@@H](CCC1)C(=O)OCC1=CC=CC=C1)C1=CC(=CC=C1)F)=O (4-((S)-2-{[5-[2-((S)-2-Benzyloxycarbonyl-pyrrolidin-1-yl)-2-oxo-ethoxy]-1-(3-fluoro-phenyl)-1H-pyrazole-3-carbonyl]-amino}-3-tert-butoxycarbonyl-propionyl)-piperazine-1-carboxylic acid ethyl ester). As a reaction SMILES: [CH2:1]([O:3][C:4]([N:6]1[CH2:11][CH2:10][N:9]([C:12](=[O:42])[C@@H:13]([NH:22][C:23]([C:25]2[CH:29]=[C:28]([O:30][CH2:31][C:32](O)=[O:33])[N:27]([C:35]3[CH:40]=[CH:39][CH:38]=[C:37]([F:41])[CH:36]=3)[N:26]=2)=[O:24])[CH2:14][C:15]([O:17][C:18]([CH3:21])([CH3:20])[CH3:19])=[O:16])[CH2:8][CH2:7]1)=[O:5])[CH3:2].C1C=CC2N(O)N=NC=2C=1.CCN(C(C)C)C(C)C.Cl.[CH2:63]([O:70][C:71](=[O:77])[C@@H:72]1[CH2:76][CH2:75][CH2:74][NH:73]1)[C:64]1[CH:69]=[CH:68][CH:67]=[CH:66][CH:65]=1>CN(C=O)C.C(OCC)(=O)C.C(Cl)CCl>[CH2:1]([O:3][C:4]([N:6]1[CH2:7][CH2:8][N:9]([C:12](=[O:42])[C@@H:13]([NH:22][C:23]([C:25]2[CH:29]=[C:28]([O:30][CH2:31][C:32]([N:73]3[CH2:74][CH2:75][CH2:76][C@H:72]3[C:71]([O:70][CH2:63][C:64]3[CH:69]=[CH:68][CH:67]=[CH:66][CH:65]=3)=[O:77])=[O:33])[N:27]([C:35]3[CH:40]=[CH:39][CH:38]=[C:37]([F:41])[CH:36]=3)[N:26]=2)=[O:24])[CH2:14][C:15]([O:17][C:18]([CH3:19])([CH3:20])[CH3:21])=[O:16])[CH2:10][CH2:11]1)=[O:5])[CH3:2] |f:3.4|. Reported procedure: To a solution of 2.000 g 4-((S)-3-tert-Butoxycarbonyl-2-{[5-carboxymethoxy-1-(3-fluoro-phenyl)-1H-pyrazole-3-carbonyl]-amino}-propionyl)-piperazine-1-carboxylic acid ethyl ester in 20 ml DMF were added 0.518 g HOBt, 1.2 ml DIPEA and 0.817 g L-proline benzyl ester hydrochloride at RT. Then 0.648 g EDC was added portionwise and the suspension stirred at RT for 12 h. The reaction mixture was diluted with ethyl acetate and subsequently extracted with aqueous LiCl (4% w/w), 0.1 M HCl and aqueous NaHC... The reactants are CN(C)C=O, Nc1c(Cl)cncc1Cl, O=[N+]([O-])c1cc(C(F)(F)F)cc([N+](=O)[O-])c1Cl, Cc1nc(N)c(Cl)cc1Cl. Product: O=[N+]([O-])c1cc(C(F)(F)F)cc([N+](=O)[O-])c1Nc1c(Cl)cncc1Cl. As a reaction SMILES: [CH3:37][N:38]([CH3:39])[CH:40]=[O:41].[Cl:1][c:2]1[cH:3][n:4][cH:5][c:6]([Cl:9])[c:7]1[NH2:8].[N+:20](=[O:21])([O-:22])[c:23]1[c:24]([Cl:36])[c:25]([N+:33](=[O:34])[O-:35])[cH:26][c:27]([C:29]([F:30])([F:31])[F:32])[cH:28]1.[NH2:10][c:11]1[c:12]([Cl:13])[cH:14][c:15]([Cl:16])[c:17]([CH3:18])[n:19]1>>[Cl:1][c:2]1[cH:3][n:4][cH:5][c:6]([Cl:9])[c:7]1[NH:8][c:24]1[c:23]([N+:20](=[O:21])[O-:22])[cH:28][c:27]([C:29]([F:30])([F:31])[F:32])[cH:26][c:25]1[N+:33](=[O:34])[O-:35]. Reactants: ClC1=CC2=C(CC(=NN=C2C2=CC=C(C=C2)[N+](=O)[O-])C)C=C1 (8-chloro-4-methyl-1-(4-nitrophenyl)-5H-2,3-benzodiazepine), [Se](=O)=O (selenium dioxide). The solvent is O1CCOCC1 (dioxane). Conditions: temperature 90 celsius, time 40 minute. The product is C(=O)C1=NN=C(C2=C(C1)C=CC(=C2)Cl)C2=CC=C(C=C2)[N+](=O)[O-] (4-Formyl-8-chloro-1-(4-nitrophenyl)-5H-2,3-benzodiazepine). As a reaction SMILES: [Cl:1][C:2]1[CH:22]=[CH:21][C:5]2[CH2:6][C:7]([CH3:20])=[N:8][N:9]=[C:10]([C:11]3[CH:16]=[CH:15][C:14]([N+:17]([O-:19])=[O:18])=[CH:13][CH:12]=3)[C:4]=2[CH:3]=1.[Se](=O)=[O:24]>O1CCOCC1>[CH:20]([C:7]1[CH2:6][C:5]2[CH:21]=[CH:22][C:2]([Cl:1])=[CH:3][C:4]=2[C:10]([C:11]2[CH:12]=[CH:13][C:14]([N+:17]([O-:19])=[O:18])=[CH:15][CH:16]=2)=[N:9][N:8]=1)=[O:24]. Procedure: 9.17 g (29.0 mM) of 8-chloro-4-methyl-1-(4-nitrophenyl)-5H-2,3-benzodiazepine (prepared according to the method described in Example 39) were dissolved in 120 ml of dioxane, then 2.27 g (20.5 mM) of selenium dioxide powder were added and the mixture was stirred on a 90° C. water bath for 40 minutes. Then the solution was treated with active carbon, filtered and poured into 1500 ml of water. The precipitated crystals were filtered and washed with water. The crude product was purified on a Kieselg... Reactants: CC(=O)O, CO, CNc1cc2c(cc1[N+](=O)[O-])OCO2, O. The product is CNc1cc(OC)c(O)cc1[N+](=O)[O-]. Reaction SMILES: [CH3:15][C:16](=[O:17])[OH:18].[CH3:19][OH:20].[CH3:1][NH:2][c:3]1[c:4]([N+:12](=[O:13])[O-:14])[cH:5][c:6]2[c:7]([cH:8]1)[O:9][CH2:10][O:11]2.[OH2:21]>>[CH3:1][NH:2][c:3]1[c:4]([N+:12](=[O:13])[O-:14])[cH:5][c:6]([OH:11])[c:7]([O:9][CH3:10])[cH:8]1. Starting materials: ClCCC1OC2=C(C(N(C1)C)=S)C=CC1=CC=CC=C12 (2-(2-chloroethyl)-2,3-dihydro-4-methylnaphth[2,1-f][1,4]-oxazepine-5(4H)-thione), aqueous solution, CNC (dimethylamine), steel. Solvent: C(C)O (ethanol). Yields the product Cl.CN(CCC1OC2=C(C(N(C1)C)=S)C=CC1=CC=CC=C12)C (2-[2-(Dimethylamino)ethyl]-2,3-dihydro-4-methylnaphth[2,1-f][1,4]-oxazepine-5(4H)-thione hydrochloride). The yield is 20.0%. RXN SMILES: [Cl:1][CH2:2][CH2:3][CH:4]1[CH2:10][N:9]([CH3:11])[C:8](=[S:12])[C:7]2[CH:13]=[CH:14][C:15]3[C:20]([C:6]=2[O:5]1)=[CH:19][CH:18]=[CH:17][CH:16]=3.[CH3:21][NH:22][CH3:23]>C(O)C>[ClH:1].[CH3:21][N:22]([CH3:23])[CH2:2][CH2:3][CH:4]1[CH2:10][N:9]([CH3:11])[C:8](=[S:12])[C:7]2[CH:13]=[CH:14][C:15]3[C:20]([C:6]=2[O:5]1)=[CH:19][CH:18]=[CH:17][CH:16]=3 |f:3.4|. Procedure details: To a solution of 15.0 g (0.05 mole) of 2-(2-chloroethyl)-2,3-dihydro-4-methylnaphth[2,1-f][1,4]-oxazepine-5(4H)-thione in 50 ml of absolute ethanol was added 10 g of a 40% aqueous solution of dimethylamine. The resulting solution was heated in a steel bomb at 100° C. for 40 hr and concentrated under reduced pressure. The residue was partitioned between 15% aqueous sodium hydroxide and chloroform. The chloroform layer was evaporated and the residue partitioned between 3N hydrochloric acid and chl... The reactants are BrC1=C(C2=C(S1)C=CC=C2)C2=CC=C(C=C2)S(=O)(=O)C (2-Bromo-3-(4-(methanesulfonyl)phenyl)benzo[b]thiophene), C1(=CC=CC=C1)OB(O)O (phenylboric acid), [OH-].[Na+] (NaOH), C(=O)(O)[O-].[Na+] (NaHCO3). The reagents and catalysts are C=1C=CC(=CC1)[P](C=2C=CC=CC2)(C=3C=CC=CC3)[Pd]([P](C=4C=CC=CC4)(C=5C=CC=CC5)C=6C=CC=CC6)([P](C=7C=CC=CC7)(C=8C=CC=CC8)C=9C=CC=CC9)[P](C=1C=CC=CC1)(C=1C=CC=CC1)C=1C=CC=CC1 (Pd (PPh3)4). The solvent is C1(=CC=CC=C1)C (toluene), CCO (EtOH). Product: CS(=O)(=O)C1=CC=C(C=C1)C=1C2=C(SC1C1=CC=CC=C1)C=CC=C2 (3-(4-(Methanesulfonyl)phenyl)-2-phenylbenzo[b]thiophene). Reaction SMILES: Br[C:2]1[S:6][C:5]2[CH:7]=[CH:8][CH:9]=[CH:10][C:4]=2[C:3]=1[C:11]1[CH:16]=[CH:15][C:14]([S:17]([CH3:20])(=[O:19])=[O:18])=[CH:13][CH:12]=1.[C:21]1(OB(O)O)[CH:26]=[CH:25][CH:24]=[CH:23][CH:22]=1.[OH-].[Na+].C([O-])(O)=O.[Na+]>C1(C)C=CC=CC=1.CCO.C1C=CC([P]([Pd]([P](C2C=CC=CC=2)(C2C=CC=CC=2)C2C=CC=CC=2)([P](C2C=CC=CC=2)(C2C=CC=CC=2)C2C=CC=CC=2)[P](C2C=CC=CC=2)(C2C=CC=CC=2)C2C=CC=CC=2)(C2C=CC=CC=2)C2C=CC=CC=2)=CC=1>[CH3:20][S:17]([C:14]1[CH:15]=[CH:16][C:11]([C:3]2[C:4]3[CH:10]=[CH:9][CH:8]=[CH:7][C:5]=3[S:6][C:2]=2[C:21]2[CH:26]=[CH:25][CH:24]=[CH:23][CH:22]=2)=[CH:12][CH:13]=1)(=[O:19])=[O:18] |f:2.3,4.5,^1:51,53,72,91|. Reported procedure: A mixture of 2-bromo-3-(4-(methanesulfonyl)phenyl) benzo-[b]thiophene (400 mg) from Step 3, phenylboric acid (590 mg), Pd (PPh3)4 (89 mg) and 1 molar NaOH in toluene (6 mL) and EtOH (8 mL) was refluxed for 24 hrs. After cooling to 25° C. a saturated NaHCO3 solution was added and the mixture was extracted with Et2O (2×), the organic portions were combined, washed with brine, dried over MgSO4, filtered and the solvent evaporated under vacuum. Purification by column chromatography using 2% isopropa...